From a dataset of the Open Reaction Database (ORD), a public repository of structured organic reaction records. describe an organic reaction: reactants, conditions, products, and yield Reactants: [OH-].[Na+] (NaOH), COC(CCNC(=O)C=1N=C(OC1C(F)(F)F)C1=CC=CC=C1)=O (3-[(2-phenyl-5-trifluoromethyloxazole-4-carbonyl)amino]propionic acid methyl ester). Run in C1CCOC1.CO.O (THF MeOH water). Conditions: temperature 25 celsius, time 12 hour. Yields the product C1(=CC=CC=C1)C=1OC(=C(N1)C(=O)NCCC(=O)O)C(F)(F)F (3-[(2-phenyl-5-trifluoromethyloxazole-4-carbonyl)amino]propionic acid). Isolated yield 98.9%. RXN SMILES: [OH-].[Na+].C[O:4][C:5](=[O:26])[CH2:6][CH2:7][NH:8][C:9]([C:11]1[N:12]=[C:13]([C:20]2[CH:25]=[CH:24][CH:23]=[CH:22][CH:21]=2)[O:14][C:15]=1[C:16]([F:19])([F:18])[F:17])=[O:10]>C1COCC1.CO.O>[C:20]1([C:13]2[O:14][C:15]([C:16]([F:19])([F:18])[F:17])=[C:11]([C:9]([NH:8][CH2:7][CH2:6][C:5]([OH:26])=[O:4])=[O:10])[N:12]=2)[CH:21]=[CH:22][CH:23]=[CH:24][CH:25]=1 |f:0.1,3.4.5|. Procedure details: NaOH (309.7 mg, 7.7 mmol) was added to 3-[(2-phenyl-5-trifluoromethyloxazole-4-carbonyl)amino]propionic acid methyl ester (265 mg, 0.77 mmol) dissolved in THF/MeOH/water (25 mL, 4:2:1). The reaction mixture was stirred at 25° C. for 12 hours and concentrated under vacuum. The residue was acidified with 1M HCl up to pH 2 and extracted with ethyl acetate. The extract was washed with brine and dried with anhydrous sodium sulfate and concentrated under vacuum to obtain the desired compound (250 mg, ... Starting materials: Fc1c(F)c(C(F)(F)F)c(F)c(F)c1CBr, Nc1ccc(Cl)c(C(=O)O)c1, CN(C)C=O. Yields the product O=C(O)c1cc(NCc2c(F)c(F)c(C(F)(F)F)c(F)c2F)ccc1Cl. Reaction SMILES: [F:12][c:13]1[c:14]([CH2:15][Br:16])[c:17]([F:27])[c:18]([F:26])[c:19]([C:22]([F:23])([F:24])[F:25])[c:20]1[F:21].[NH2:1][c:2]1[cH:3][cH:4][c:5]([Cl:11])[c:6]([C:7](=[O:8])[OH:9])[cH:10]1.[O:28]=[CH:29][N:30]([CH3:31])[CH3:32]>>[NH:1]([c:2]1[cH:3][cH:4][c:5]([Cl:11])[c:6]([C:7](=[O:8])[OH:9])[cH:10]1)[CH2:15][c:14]1[c:13]([F:12])[c:20]([F:21])[c:19]([C:22]([F:23])([F:24])[F:25])[c:18]([F:26])[c:17]1[F:27]. Starting materials: C(C1=CC=[N+](C=C1)[O-])(=O)OC (methyl isonicotinate N-oxide), C[Si](C)(C)C#N (trimethylsilyl cyanide), CN(C(=O)Cl)C (dimethylcarbamyl chloride), C([O-])([O-])=O.[K+].[K+] (potassium carbonate). Solvent: C(Cl)Cl (methylene chloride), C(Cl)Cl (methylene chloride). Conditions: time 8 hour. The product is C(#N)C=1C=C(C(=O)OC)C=CN1 (Methyl 2-Cyanoisonicotinate). RXN SMILES: [C:1]([O:10][CH3:11])(=[O:9])[C:2]1[CH:7]=[CH:6][N+:5]([O-])=[CH:4][CH:3]=1.C[Si]([C:16]#[N:17])(C)C.CN(C)C(Cl)=O.C(=O)([O-])[O-].[K+].[K+]>C(Cl)Cl>[C:16]([C:4]1[CH:3]=[C:2]([CH:7]=[CH:6][N:5]=1)[C:1]([O:10][CH3:11])=[O:9])#[N:17] |f:3.4.5|. Procedure: To a solution of methyl isonicotinate N-oxide (20.0 g, 0.26 mol) in 200 mL of methylene chloride was added trimethylsilyl cyanide (16.1 g, 0.32 mol), followed by a solution of dimethylcarbamyl chloride (17.82 g, 0.32 mol) in 50 mL of methylene chloride at room temperature. The reaction mixture was stirred overnight (about eighteen hours) and then treated with 500 mL of 10% potassium carbonate solution. The organic layer was washed with brine, dried over magnesium sulfate and filtered. The filtra... The reactants are ice methanol, ClC1=C2CCC(C2=CC=C1)(O)CC(=O)O (2-(4-chloro-1-hydroxy-1-indanyl)acetic acid), FC(C(=O)O)(F)F (Trifluoroacetic acid). Solvent: ClCCl (dichloromethane). Run at time 30 minute. Product: ClC1=C2CC/C(/C2=CC=C1)=C\C(=O)O ((E)-2-(4-chloro-1-indanylidene)acetic Acid). Isolated yield 62.3%. RXN SMILES: FC(F)(F)C(O)=O.[Cl:8][C:9]1[CH:17]=[CH:16][CH:15]=[C:14]2[C:10]=1[CH2:11][CH2:12][C:13]2([CH2:19][C:20]([OH:22])=[O:21])O>ClCCl>[Cl:8][C:9]1[CH:17]=[CH:16][CH:15]=[C:14]2[C:10]=1[CH2:11][CH2:12]/[C:13]/2=[CH:19]\[C:20]([OH:22])=[O:21]. Reported procedure: Trifluoroacetic acid (25.1 mL) was added to a stirred, chilled (ice-methanol bath) solution of 2-(4-chloro-1-hydroxy-1-indanyl)acetic acid (10.4 g, 0.05 mol) in dichloromethane (230 mL). After 30 min, the mixture was concentrated in vacuo. Dichloromethane was added to the residue and the mixture was concentrated in vacuo to give 6.5 g (68%) of a white solid. Recrystallization of 0.98 g from acetonitrile: 2-propanol mixtures gave 0.62 g of a white solid: m.p., 233°-234° C.; NMR (DMSO-d6): d12.15 ... Starting materials: ClC=1C=C(C=CC1Cl)/C=C/C(=O)N1CCNC(CC1)=O (1-[(E)-3-(3,4-dichloro-phenyl)-acryloyl]-[1,4]diazepan-5-one), [I-].[K+] (potassium iodide), ClC=1C=C(C=CC1Cl)/C=C/C(=O)N1CCNC(CC1)=O (1-[(E)-3-(3,4-dichloro-phenyl)-acryloyl]-[1,4]diazepan-5-one), ClCC1(OC1)C (2-chloromethyl-2-methyloxirane). Product: ClC=1C=C(C=CC1Cl)/C=C/C(=O)N1CCN(C(CC1)=O)CC1(OC1)C (1-[(E)-3-(3,4-dichloro-phenyl)-acryloyl]-4-(2-methyl-oxiranylmethyl)-[1,4]diazepan-5-one). Reaction SMILES: [Cl:1][C:2]1[CH:3]=[C:4](/[CH:9]=[CH:10]/[C:11]([N:13]2[CH2:19][CH2:18][C:17](=[O:20])[NH:16][CH2:15][CH2:14]2)=[O:12])[CH:5]=[CH:6][C:7]=1[Cl:8].Cl[CH2:22][C:23]1([CH3:26])[CH2:25][O:24]1.[I-].[K+]>>[Cl:1][C:2]1[CH:3]=[C:4](/[CH:9]=[CH:10]/[C:11]([N:13]2[CH2:19][CH2:18][C:17](=[O:20])[N:16]([CH2:22][C:23]3([CH3:26])[CH2:25][O:24]3)[CH2:15][CH2:14]2)=[O:12])[CH:5]=[CH:6][C:7]=1[Cl:8] |f:2.3|. Procedure: In analogy to the procedure described for example 166, 1-[(E)-3-(3,4-dichloro-phenyl)-acryloyl]-[1,4]diazepan-5-one (intermediate 1A) and 2-chloromethyl-2-methyloxirane with 0.3 equivalent of potassium iodide gave the intermediate 1-[(E)-3-(3,4-dichloro-phenyl)-acryloyl]-4-(2-methyl-oxiranylmethyl)-[1,4]diazepan-5-one which was reacted with no work up with piperidine in ethanol to give the title compound as light yellow waxy solid. MS: 468.2 (MH+, 2Cl). Reactants: CC(C)(C)OC(=O)NC(Cc1ccc(O)c(F)c1)C(=O)O, C=CCBr, [H-], [Na+], CN(C)C=O. Product: C=CCOc1ccc(CC(NC(=O)OC(C)(C)C)C(=O)O)cc1F. RXN SMILES: [C:3]([CH3:4])([CH3:5])([CH3:6])[O:7][C:8](=[O:9])[NH:10][CH:11]([C:12](=[O:13])[OH:14])[CH2:15][c:16]1[cH:17][c:18]([F:23])[c:19]([OH:22])[cH:20][cH:21]1.[CH2:24]([CH:25]=[CH2:26])[Br:27].[H-:1].[Na+:2].[O:28]=[CH:29][N:30]([CH3:31])[CH3:32]>>[C:3]([CH3:4])([CH3:5])([CH3:6])[O:7][C:8](=[O:9])[NH:10][CH:11]([C:12](=[O:13])[OH:14])[CH2:15][c:16]1[cH:17][c:18]([F:23])[c:19]([O:22][CH2:26][CH:25]=[CH2:24])[cH:20][cH:21]1. Starting materials: C(#N)C1=CC=C(C=C1)C=CC=O (3-(4-cyano-phenyl)acrolein), NC=1SC=2CCNCCC2N1 (2-amino-4,5,7,8-tetrahydro-6H-thiazolo[5,4-d]azepine), C(#N)[BH3-].[Na+] (sodium cyanoborohydride). Yields the product NC=1SC=2CCN(CCC2N1)CC=CC1=CC=C(C=C1)C#N (2-Amino-6-(3-(4-cyano-phenyl)allyl)-4,5,7,8-tetrahydro-6H-thiazolo[5,4-d]azepine). Isolated yield 8.0%. RXN SMILES: [C:1]([C:3]1[CH:8]=[CH:7][C:6]([CH:9]=[CH:10][CH:11]=O)=[CH:5][CH:4]=1)#[N:2].[NH2:13][C:14]1[S:15][C:16]2[CH2:17][CH2:18][NH:19][CH2:20][CH2:21][C:22]=2[N:23]=1.C([BH3-])#N.[Na+]>>[NH2:13][C:14]1[S:15][C:16]2[CH2:17][CH2:18][N:19]([CH2:11][CH:10]=[CH:9][C:6]3[CH:7]=[CH:8][C:3]([C:1]#[N:2])=[CH:4][CH:5]=3)[CH2:20][CH2:21][C:22]=2[N:23]=1 |f:2.3|. Procedure details: Prepared from 3-(4-cyano-phenyl)acrolein and 2-amino-4,5,7,8-tetrahydro-6H-thiazolo[5,4-d]azepine by reductive amination with sodium cyanoborohydride. Yield: 8% of theory, Melting point: 199°-205° C. (decomp). The reactants are ClC1=CC(=C(CN2N=CC3=CC(=CC=C23)C=C2C(NC(S2)=O)=O)C=C1)C(F)(F)F (5-[1-(4-chloro-2-trifluoromethylbenzyl)-1H-indazol-5-ylmethylene]thiazolidine-2,4-dione), C(C)(C)(C)OC(=O)N1CCC(CC1)(CO)F (4-fluoro-4-hydroxymethyl-piperidine-1-carboxylic acid tert-butyl ester). Product: C(C)(C)(C)OC(=O)N1CCC(CC1)(F)CN1C(SC(C1=O)=CC=1C=C2C=NN(C2=CC1)CC1=C(C=C(C=C1)Cl)C(F)(F)F)=O (4-{5-[1-(4-Chloro-2-trifluoromethylbenzyl)-1H-indazol-5-ylmethylene]-2,4-dioxothiazolidin-3-ylmethyl}-4-fluoropiperidine-1-carboxylic acid tert-butyl ester). Reaction SMILES: [Cl:1][C:2]1[CH:25]=[CH:24][C:5]([CH2:6][N:7]2[C:15]3[C:10](=[CH:11][C:12]([CH:16]=[C:17]4[S:21][C:20](=[O:22])[NH:19][C:18]4=[O:23])=[CH:13][CH:14]=3)[CH:9]=[N:8]2)=[C:4]([C:26]([F:29])([F:28])[F:27])[CH:3]=1.[C:30]([O:34][C:35]([N:37]1[CH2:42][CH2:41][C:40]([F:45])([CH2:43]O)[CH2:39][CH2:38]1)=[O:36])([CH3:33])([CH3:32])[CH3:31]>>[C:30]([O:34][C:35]([N:37]1[CH2:42][CH2:41][C:40]([CH2:43][N:19]2[C:18](=[O:23])[C:17](=[CH:16][C:12]3[CH:11]=[C:10]4[C:15](=[CH:14][CH:13]=3)[N:7]([CH2:6][C:5]3[CH:24]=[CH:25][C:2]([Cl:1])=[CH:3][C:4]=3[C:26]([F:27])([F:29])[F:28])[N:8]=[CH:9]4)[S:21][C:20]2=[O:22])([F:45])[CH2:39][CH2:38]1)=[O:36])([CH3:33])([CH3:31])[CH3:32]. Reported procedure: 4-{5-[1-(4-Chloro-2-trifluoromethylbenzyl)-1H-indazol-5-ylmethylene]-2,4-dioxothiazolidin-3-ylmethyl}-4-fluoropiperidine-1-carboxylic acid tert-butyl ester was prepared from 5-[1-(4-chloro-2-trifluoromethylbenzyl)-1H-indazol-5-ylmethylene]thiazolidine-2,4-dione and 4-fluoro-4-hydroxymethyl-piperidine-1-carboxylic acid tert-butyl ester following General Procedure J. The reactants are C(C)(=O)OO (peracetic acid), NC1=NC(=CC(=N1)NC(=O)OC)Cl (methyl 2-amino-6-chloro-4-pyrimidinecarbamate), CCCCCC (hexane). The solvent is C(Cl)(Cl)Cl (chloroform). The product is NC1=NC(=CC(=[N+]1[O-])NC(=O)OC)Cl (methyl 2-amino-6-chloro-4-pyrimidinecarbamate-3-oxide). RXN SMILES: C(OO)(=[O:3])C.[NH2:6][C:7]1[N:12]=[C:11]([NH:13][C:14]([O:16][CH3:17])=[O:15])[CH:10]=[C:9]([Cl:18])[N:8]=1.CCCCCC>C(Cl)(Cl)Cl>[NH2:6][C:7]1[N+:12]([O-:3])=[C:11]([NH:13][C:14]([O:16][CH3:17])=[O:15])[CH:10]=[C:9]([Cl:18])[N:8]=1. Reported procedure: 32 ml (0.20 mol) of 40% peracetic acid are added slowly to a solution of 20.2 g (0.10 mol) of methyl 2-amino-6-chloro-4-pyrimidinecarbamate in 500 ml of chloroform. The suspension obtained is warmed to 50° for 4 hours, whereby a clear solution gradually results. After cooling to room temperature, there is obtained by the slow addition of hexane a crystalline precipitate which is recrystallized from chloroform/methanol. There is obtained methyl 2-amino-6-chloro-4-pyrimidinecarbamate-3-oxide of me...